From a dataset of the Open Reaction Database (ORD), a public repository of structured organic reaction records. describe an organic reaction: reactants, conditions, products, and yield Reactants: O=[N+]([O-])c1ccc(F)cc1NCc1cccc(Br)c1, CC#N, CCN(C(C)C)C(C)C, CC(C)(C)OC(=O)N1CCNCC1. Product: CC(C)(C)OC(=O)N1CCN(c2ccc([N+](=O)[O-])c(NCc3cccc(Br)c3)c2)CC1. Reaction SMILES: [Br:1][c:2]1[cH:3][c:4]([CH2:5][NH:6][c:7]2[c:8]([N+:14](=[O:15])[O-:16])[cH:9][cH:10][c:11]([F:13])[cH:12]2)[cH:17][cH:18][cH:19]1.[CH3:42][C:43]#[N:44].[CH:33]([N:34]([CH2:35][CH3:36])[CH:37]([CH3:38])[CH3:39])([CH3:40])[CH3:41].[N:20]1([C:26](=[O:27])[O:28][C:29]([CH3:30])([CH3:31])[CH3:32])[CH2:21][CH2:22][NH:23][CH2:24][CH2:25]1>>[Br:1][c:2]1[cH:3][c:4]([CH2:5][NH:6][c:7]2[c:8]([N+:14](=[O:15])[O-:16])[cH:9][cH:10][c:11]([N:23]3[CH2:22][CH2:21][N:20]([C:26](=[O:27])[O:28][C:29]([CH3:30])([CH3:31])[CH3:32])[CH2:25][CH2:24]3)[cH:12]2)[cH:17][cH:18][cH:19]1. Starting materials: C(C)(C)(C)[Si](OC1=CC=C(C=C1)C1=NC=2C(=NC=C(C2)C2=NN=NN2CCC#N)N1C1CCCCC1)(C)C (3-(5-{2-[4-(tert-Butyl-dimethyl-silanyloxy)-phenyl]-3-cyclohexyl-3H-imidazo[4,5-b]pyridin-6-yl}-tetrazol-1-yl)-propionitrile), O (water), C(C)(=O)OCC (Ethyl acetate). Run in C(C)(=O)O (acetic acid), O1CCCC1 (tetrahydrofuran). Product: C1(CCCCC1)N1C(=NC=2C1=NC=C(C2)C2=NN=NN2CCC#N)C2=CC=C(C=C2)O (3-{5-[3-Cyclohexyl-2-(4-hydroxy-phenyl)-3H-imidazo[4,5-b]pyridin-6-yl]-tetrazol-1-yl}-propionitrile). Yield: 86.9%. As a reaction SMILES: C([Si](C)(C)[O:6][C:7]1[CH:12]=[CH:11][C:10]([C:13]2[N:30]([CH:31]3[CH2:36][CH2:35][CH2:34][CH2:33][CH2:32]3)[C:16]3=[N:17][CH:18]=[C:19]([C:21]4[N:25]([CH2:26][CH2:27][C:28]#[N:29])[N:24]=[N:23][N:22]=4)[CH:20]=[C:15]3[N:14]=2)=[CH:9][CH:8]=1)(C)(C)C.O.C(OCC)(=O)C>C(O)(=O)C.O1CCCC1>[CH:31]1([N:30]2[C:16]3=[N:17][CH:18]=[C:19]([C:21]4[N:25]([CH2:26][CH2:27][C:28]#[N:29])[N:24]=[N:23][N:22]=4)[CH:20]=[C:15]3[N:14]=[C:13]2[C:10]2[CH:9]=[CH:8][C:7]([OH:6])=[CH:12][CH:11]=2)[CH2:36][CH2:35][CH2:34][CH2:33][CH2:32]1. Procedure details: A solution of intermediate 62 (78 mg, 0.15 mmol) in glacial acetic acid (3 mL), tetrahydrofuran (1 mL), and water (1 mL) was heated to 100° C. for 3 h under a nitrogen atmosphere. Ethyl acetate (40 mL) was added and the organic phase washed with water (2×20 mL), NaHCO3 (2×20 mL), and brine (1×). The organic phase was dried (Na2SO4) and concentrated on a rotary evaporator to afford intermediate 63 as a white solid (54 mg, 89%). ESI-MS m/e 415.1 (M+1). Reactants: S1CCCC2=CC=CC(=C12)OCCCC(=O)OCC (Ethyl 4-[(Thiochroman-8-yl)oxy]butyrate), [OH-].[K+] (potassium hydroxide). Solvent: CO (methanol). Run at time 2 hour. Yields the product S1CCCC2=CC=CC(=C12)OCCCC(=O)O (4-[(Thiochroman-8-yl)oxy]butyric acid). RXN SMILES: [S:1]1[C:10]2[C:5](=[CH:6][CH:7]=[CH:8][C:9]=2[O:11][CH2:12][CH2:13][CH2:14][C:15]([O:17]CC)=[O:16])[CH2:4][CH2:3][CH2:2]1.[OH-].[K+]>CO>[S:1]1[C:10]2[C:5](=[CH:6][CH:7]=[CH:8][C:9]=2[O:11][CH2:12][CH2:13][CH2:14][C:15]([OH:17])=[O:16])[CH2:4][CH2:3][CH2:2]1 |f:1.2|. Procedure: Under argon and with stirring, 2.25 g (8.02 mmol) of the compound obtained in Step A are dissolved in 30 cm3 of methanol. 4.5 cm3 of a 10% potassium hydroxide solution are added dropwise. After 2 hours at room temperature, the methanol is evaporated off. The residue is acidified very slowly with a 2N hydrochloric acid solution. The resulting precipitate is extracted with CH2Cl2 and dried over MgSO4. 1.94 g of a white solid are recovered. Reactants: FC(C(C(CC)(F)F)(C(F)(F)F)F)(F)F (1,1,1,2,3,3-Hexafluoro-2-(trifluoromethyl)-pentane), FC(C(C(I)(F)F)(C(F)(F)F)F)(F)F (1,1,1,2,3,3-hexafluoro-2-(trifluoromethyl)-3-iodo-propane), C=C (ethylene). Yields the product FC(C(C(CCI)(F)F)(C(F)(F)F)F)(F)F (1,1,1,2,3,3-hexafluoro-2-(trifluoromethyl)-5-iodopentane). RXN SMILES: [F:1][C:2]([F:15])([F:14])[C:3]([F:13])([C:9]([F:12])([F:11])[F:10])[C:4]([F:8])([F:7])[CH2:5][CH3:6].FC(F)(F)C(F)(C(F)(F)F)C(F)(F)[I:20].C=C>>[F:1][C:2]([F:14])([F:15])[C:3]([F:13])([C:9]([F:10])([F:11])[F:12])[C:4]([F:8])([F:7])[CH2:5][CH2:6][I:20]. Reported procedure: 1,1,1,2,3,3-Hexafluoro-2-(trifluoromethyl)-pentane ((CF3)2CFCF2CH2CH3) may be prepared by the reaction of 1,1,1,2,3,3-hexafluoro-2-(trifluoromethyl)-3-iodo-propane with ethylene to give 1,1,1,2,3,3-hexafluoro-2-(trifluoromethyl)-5-iodopentane followed by zinc reduction in an acid such as HCl or acetic acid. Reactants: N1N=C(C2=CC=CC=C12)\C=C\1/OC2=C(C1=O)C=CC(=C2CN2CCN(CC2)C(=O)OC(C)(C)C)OC(C)C (tert-butyl (Z)-4-({2-[(1H-indazol-3-yl)methylene]-6-isopropoxy-3-oxo-2,3-dihydrobenzofuran-7-yl}methyl)piperazine-1-carboxylate), FC(C(=O)O)(F)F (trifluoroacetic acid), O (water), C(O)([O-])=O.[Na+] (sodium hydrogencarbonate). Solvent: C(Cl)Cl (methylene chloride). Reaction conditions: time 8 hour. The product is N1N=C(C2=CC=CC=C12)\C=C\1/OC2=C(C1=O)C=CC(=C2CN2CCNCC2)OC(C)C ((Z)-2-[(1H-indazol-3-yl)methylene]-6-isopropoxy-7-(piperazin-1-ylmethyl)benzofuran-3(2H)-one). Yield: 50.3%. As a reaction SMILES: [NH:1]1[C:9]2[C:4](=[CH:5][CH:6]=[CH:7][CH:8]=2)[C:3](/[CH:10]=[C:11]2\[O:12][C:13]3[C:20]([CH2:21][N:22]4[CH2:27][CH2:26][N:25](C(OC(C)(C)C)=O)[CH2:24][CH2:23]4)=[C:19]([O:35][CH:36]([CH3:38])[CH3:37])[CH:18]=[CH:17][C:14]=3[C:15]\2=[O:16])=[N:2]1.FC(F)(F)C(O)=O.O.C(=O)([O-])O.[Na+]>C(Cl)Cl>[NH:1]1[C:9]2[C:4](=[CH:5][CH:6]=[CH:7][CH:8]=2)[C:3](/[CH:10]=[C:11]2\[O:12][C:13]3[C:20]([CH2:21][N:22]4[CH2:23][CH2:24][NH:25][CH2:26][CH2:27]4)=[C:19]([O:35][CH:36]([CH3:38])[CH3:37])[CH:18]=[CH:17][C:14]=3[C:15]\2=[O:16])=[N:2]1 |f:3.4|. Procedure: A solution of tert-butyl (Z)-4-({2-[(1H-indazol-3-yl)methylene]-6-isopropoxy-3-oxo-2,3-dihydrobenzofuran-7-yl}methyl)piperazine-1-carboxylate (0.0740 g, 0.143 mmol) in methylene chloride (2 mL) was added with trifluoroacetic acid (2 mL) at room temperature, and the mixture was stirred overnight. The reaction mixture was added with water (6 mL) and saturated aqueous sodium hydrogencarbonate (6 mL), and thereby made basic, and then the mixture was stirred at room temperature for 1 hour. The reacti... Starting materials: CSC(=O)Nc1ccc(CNC(=O)OC(C)(C)C)cc1, CCOC(C)=O, Cl. Yields the product Cl, CSC(=O)Nc1ccc(CN)cc1. Reaction SMILES: [C:1]([O:2][C:3](=[O:4])[NH:7][CH2:8][c:9]1[cH:10][cH:11][c:12]([NH:15][C:16](=[O:17])[S:18][CH3:19])[cH:13][cH:14]1)([CH3:5])([CH3:6])[CH3:20].[CH3:22][CH2:23][O:24][C:25](=[O:26])[CH3:27].[ClH:21]>>[ClH:21].[NH2:7][CH2:8][c:9]1[cH:10][cH:11][c:12]([NH:15][C:16](=[O:17])[S:18][CH3:19])[cH:13][cH:14]1. The reactants are CCOC(=O)C1C(=O)N(C)C(=O)N(C)C1=O, Cc1ccccc1, Cc1cc(Oc2ccc(N)cc2)nc(C(C)C)n1. The product is Cc1cc(Oc2ccc(NC(=O)C3C(=O)N(C)C(=O)N(C)C3=O)cc2)nc(C(C)C)n1. As a reaction SMILES: [CH3:1][N:2]1[C:3](=[O:4])[N:5]([CH3:16])[C:6](=[O:7])[CH:8]([C:11]([O:13][CH2:12][CH3:14])=[O:15])[C:9]1=[O:10].[CH3:35][c:36]1[cH:37][cH:38][cH:39][cH:40][cH:41]1.[CH:17]([CH3:18])([CH3:19])[c:20]1[n:21][c:22]([CH3:34])[cH:23][c:24]([O:26][c:27]2[cH:28][cH:29][c:30]([NH2:31])[cH:32][cH:33]2)[n:25]1>>[CH3:1][N:2]1[C:3](=[O:4])[N:5]([CH3:16])[C:6](=[O:7])[CH:8]([C:11](=[O:13])[NH:31][c:30]2[cH:29][cH:28][c:27]([O:26][c:24]3[cH:23][c:22]([CH3:34])[n:21][c:20]([CH:17]([CH3:18])[CH3:19])[n:25]3)[cH:33][cH:32]2)[C:9]1=[O:10].